From a dataset of the Open Reaction Database (ORD), a public repository of structured organic reaction records. describe an organic reaction: reactants, conditions, products, and yield Reactants: O=C1OC(=O)c2c(Br)c(Br)c(Br)c(Br)c21, Cc1ccccc1, CC(C)OC(=O)c1cc(N)c(F)cc1Cl. The product is CC(C)OC(=O)c1cc(NC(=O)c2c(Br)c(Br)c(Br)c(Br)c2C(=O)O)c(F)cc1Cl. Reaction SMILES: [Br:1][c:2]1[c:3]([Br:15])[c:4]([Br:14])[c:5]([Br:13])[c:6]2[c:7]1[C:8](=[O:9])[O:10][C:11]2=[O:12].[CH3:31][c:32]1[cH:33][cH:34][cH:35][cH:36][cH:37]1.[NH2:16][c:17]1[c:18]([F:30])[cH:19][c:20]([Cl:29])[c:21]([C:22](=[O:23])[O:24][CH:25]([CH3:26])[CH3:27])[cH:28]1>>[Br:1][c:2]1[c:3]([Br:15])[c:4]([Br:14])[c:5]([Br:13])[c:6]([C:11]([OH:10])=[O:12])[c:7]1[C:8](=[O:9])[NH:16][c:17]1[c:18]([F:30])[cH:19][c:20]([Cl:29])[c:21]([C:22](=[O:23])[O:24][CH:25]([CH3:26])[CH3:27])[cH:28]1. Starting materials: CN1CCOCC1, ClCCl, Cl, COc1ccc(CCN2C(=O)N(N)CC2c2ccc(OC)cc2)cc1, Cc1ccccc1S(=O)(=O)O, O=S(=O)(Cl)c1cccnc1. Yields the product COc1ccc(CCN2C(=O)N(NS(=O)(=O)c3cccnc3)CC2c2ccc(OC)cc2)cc1. Reaction SMILES: [CH3:48][N:49]1[CH2:50][CH2:51][O:52][CH2:53][CH2:54]1.[Cl:55][CH2:56][Cl:57].[ClH:47].[NH2:12][N:13]1[C:14](=[O:36])[N:15]([CH2:26][CH2:27][c:28]2[cH:29][cH:30][c:31]([O:34][CH3:35])[cH:32][cH:33]2)[CH:16]([c:18]2[cH:19][cH:20][c:21]([O:24][CH3:25])[cH:22][cH:23]2)[CH2:17]1.[c:1]1([CH3:2])[c:3]([S:4]([OH:5])(=[O:6])=[O:7])[cH:8][cH:9][cH:10][cH:11]1.[n:37]1[cH:38][c:39]([S:43](=[O:44])(=[O:45])[Cl:46])[cH:40][cH:41][cH:42]1>>[NH:12]([N:13]1[C:14](=[O:36])[N:15]([CH2:26][CH2:27][c:28]2[cH:29][cH:30][c:31]([O:34][CH3:35])[cH:32][cH:33]2)[CH:16]([c:18]2[cH:19][cH:20][c:21]([O:24][CH3:25])[cH:22][cH:23]2)[CH2:17]1)[S:43]([c:39]1[cH:38][n:37][cH:42][cH:41][cH:40]1)(=[O:44])=[O:45]. The reactants are (amphos)2PdCl2, C([O-])([O-])=O.[K+].[K+] (potassium carbonate), C1(=CC=CC=C1)C(=C)B(O)O (1-phenylvinylboronic acid), O1C(OCCC1)C1=CC(=C(C=C1)C=1SC=2C(=NC(=CC2)Cl)N1)F (2-(4-(1,3-dioxan-2-yl)-2-fluorophenyl)-5-chlorothiazolo[4,5-b]pyridine), C(Cl)Cl (DCM). Run in O1CCOCC1 (dioxane), O (water), O (water). Conditions: temperature 80 celsius. Yields the product O1C(OCCC1)C1=CC(=C(C=C1)C=1SC=2C(=NC(=CC2)C(=C)C2=CC=CC=C2)N1)F (2-(4-(1,3-dioxan-2-yl)-2-fluorophenyl)-5-(1-phenylvinyl)thiazolo[4,5-b]pyridine). Reaction SMILES: C(=O)([O-])[O-].[K+].[K+].[C:7]1([C:13](B(O)O)=[CH2:14])[CH:12]=[CH:11][CH:10]=[CH:9][CH:8]=1.[O:18]1[CH2:23][CH2:22][CH2:21][O:20][CH:19]1[C:24]1[CH:29]=[CH:28][C:27]([C:30]2[S:31][C:32]3[C:33]([N:39]=2)=[N:34][C:35](Cl)=[CH:36][CH:37]=3)=[C:26]([F:40])[CH:25]=1.C(Cl)Cl>O1CCOCC1.O>[O:20]1[CH2:21][CH2:22][CH2:23][O:18][CH:19]1[C:24]1[CH:29]=[CH:28][C:27]([C:30]2[S:31][C:32]3[C:33]([N:39]=2)=[N:34][C:35]([C:13]([C:7]2[CH:12]=[CH:11][CH:10]=[CH:9][CH:8]=2)=[CH2:14])=[CH:36][CH:37]=3)=[C:26]([F:40])[CH:25]=1 |f:0.1.2|. Reported procedure: A slurry of (amphos)2PdCl2 (0.0333 g, 0.0470 mmol), potassium carbonate (0.442 g, 3.20 mmol), 1-phenylvinylboronic acid (0.306 g, 2.07 mmol), and 2-(4-(1,3-dioxan-2-yl)-2-fluorophenyl)-5-chlorothiazolo[4,5-b]pyridine (0.330 g, 0.941 mmol) in 4.5 mL dioxane and 1 mL water was flushed with argon and sealed, and heated to 80° C. overnight. The reaction mixture was cooled and treated with water and DCM. The aq. Layer was extracted with DCM, and the combined organics were dried over sodium sulfate, f... Starting materials: [BH4-], C=CCOc1ccc(C=O)cc1[N+](=O)[O-], CO, Cl, [Na+]. Reaction SMILES: [BH4-:16].[CH2:1]([CH:2]=[CH2:3])[O:4][c:5]1[c:6]([N+:13](=[O:14])[O-:15])[cH:7][c:8]([CH:9]=[O:10])[cH:11][cH:12]1.[CH3:19][OH:20].[ClH:18].[Na+:17]>>[CH2:1]([CH:2]=[CH2:3])[O:4][c:5]1[c:6]([N+:13](=[O:14])[O-:15])[cH:7][c:8]([CH2:9][OH:10])[cH:11][cH:12]1. Product: C=CCOc1ccc(CO)cc1[N+](=O)[O-]. Starting materials: CCCCOC(C)CO, [Cl-], Cl, Cc1ccc(S(=O)(=O)O)cc1, c1ccncc1. Product: CCCCOC(C)COS(=O)(=O)c1ccc(C)cc1. RXN SMILES: [CH2:1]([CH2:2][CH2:3][CH3:4])[O:5][CH:6]([CH2:7][OH:8])[CH3:9].[Cl-:10].[ClH:22].[c:11]1([CH3:21])[cH:12][cH:13][c:14]([S:17](=[O:18])(=[O:19])[OH:20])[cH:15][cH:16]1.[cH:23]1[cH:24][cH:25][n:26][cH:27][cH:28]1>>[CH2:1]([CH2:2][CH2:3][CH3:4])[O:5][CH:6]([CH2:7][O:8][S:17]([c:14]1[cH:13][cH:12][c:11]([CH3:21])[cH:16][cH:15]1)(=[O:18])=[O:19])[CH3:9]. Starting materials: Brc1cccc2sccc12, C=CCCC(=O)N(C)OC, I, [Mg], C1CCOC1. Product: C=CCCC(=O)c1cccc2sccc12. Reaction SMILES: [Br:1][c:2]1[cH:3][cH:4][cH:5][c:6]2[s:7][cH:8][cH:9][c:10]12.[CH3:13][O:14][N:15]([C:16]([CH2:17][CH2:18][CH:19]=[CH2:20])=[O:21])[CH3:22].[I:12].[Mg:11].[O:23]1[CH2:24][CH2:25][CH2:26][CH2:27]1>>[c:2]1([C:16]([CH2:17][CH2:18][CH:19]=[CH2:20])=[O:21])[cH:3][cH:4][cH:5][c:6]2[s:7][cH:8][cH:9][c:10]12. Reported procedure: To 7 ml of a solution of methylamine 3.2M in methanol, 0.090 g of 3β-(2-tosyloxyethoxy)-17β-(3-furyl)-5β-androstan-14β-ol, prepared as an intermediate in Ex.7, were added. The solution was kept at reflux under nitrogen for 11 hrs, then was evaporated. The resulting solid was washed with n-hexane to give 0.045 g of the title compound (I-an) as a light yellow pasty solid. The reactants are solution, CN (methylamine), S(=O)(=O)(C1=CC=C(C)C=C1)OCCO[C@@H]1C[C@H]2CC[C@H]3[C@]4(CC[C@@H]([C@@]4(C)CC[C@@H]3[C@]2(CC1)C)C1=COC=C1)O (3β-(2-tosyloxyethoxy)-17β-(3-furyl)-5β-androstan-14β-ol). As a reaction SMILES: [CH3:1][NH2:2].S(O[CH2:14][CH2:15][O:16][C@H:17]1[CH2:34][CH2:33][C@@:32]2([CH3:35])[C@H:19]([CH2:20][CH2:21][C@@H:22]3[C@@H:31]2[CH2:30][CH2:29][C@@:27]2([CH3:28])[C@:23]3([OH:41])[CH2:24][CH2:25][C@@H:26]2[C:36]2[CH:40]=[CH:39][O:38][CH:37]=2)[CH2:18]1)(C1C=CC(C)=CC=1)(=O)=O>CO>[CH3:1][NH:2][CH2:14][CH2:15][O:16][C@H:17]1[CH2:34][CH2:33][C@@:32]2([CH3:35])[C@H:19]([CH2:20][CH2:21][C@@H:22]3[C@@H:31]2[CH2:30][CH2:29][C@@:27]2([CH3:28])[C@:23]3([OH:41])[CH2:24][CH2:25][C@@H:26]2[C:36]2[CH:40]=[CH:39][O:38][CH:37]=2)[CH2:18]1. Run in CO (methanol). Yields the product CNCCO[C@@H]1C[C@H]2CC[C@H]3[C@]4(CC[C@@H]([C@@]4(C)CC[C@@H]3[C@]2(CC1)C)C1=COC=C1)O (3β-(2-Methylaminoethoxy)-17β-(3-furyl)-5β-androstan-14β-ol). Reactants: [Al+3], COC(=O)c1ccc(Br)c(OC2CCCCO2)c1, CCOCC, [H-], [H-], [H-], [H-], [Li+]. Product: OCc1ccc(Br)c(OC2CCCCO2)c1. Reaction SMILES: [Al+3:2].[Br:7][c:8]1[c:9]([O:18][CH:19]2[O:20][CH2:21][CH2:22][CH2:23][CH2:24]2)[cH:10][c:11]([C:12](=[O:13])[O:14][CH3:15])[cH:16][cH:17]1.[CH3:25][CH2:26][O:27][CH2:28][CH3:29].[H-:1].[H-:4].[H-:5].[H-:6].[Li+:3]>>[Br:7][c:8]1[c:9]([O:18][CH:19]2[O:20][CH2:21][CH2:22][CH2:23][CH2:24]2)[cH:10][c:11]([CH2:12][OH:13])[cH:16][cH:17]1. As a reaction SMILES: [CH3:30][CH2:31][O:32][C:33]([CH3:34])=[O:35].[Cl:1][c:2]1[cH:3][c:4]([C:8](=[O:9])[NH2:10])[n:5][cH:6][cH:7]1.[F:11][C:12]([F:13])([F:14])[C:15]([O:16][C:17](=[O:18])[C:19]([F:20])([F:21])[F:22])=[O:23].[K+:24].[K+:25].[O-:26][C:27]([O-:28])=[O:29]>>[Cl:1][c:2]1[cH:3][c:4]([C:8]#[N:10])[n:5][cH:6][cH:7]1. Yields the product N#Cc1cc(Cl)ccn1. Reactants: CCOC(C)=O, NC(=O)c1cc(Cl)ccn1, O=C(OC(=O)C(F)(F)F)C(F)(F)F, [K+], [K+], O=C([O-])[O-]. The reactants are S1C(=CC=C1)C(N)=NO (2-thiopheneamidoxime), [N+](=O)([O-])C1=CC=C(C(=O)Cl)C=C1 (p-nitrobenzoyl chloride), C (Darco). Solvent: O1CCOCC1 (dioxane), B(F)(F)F.C(C)OCC (BF3 ethyl ether). The product is [N+](=O)([O-])C1=CC=C(C=C1)C1=NC(=NO1)C=1SC=CC1 (5-(4-Nitrophenyl)-3-(2-thienyl)-1,2,4-oxadiazole). The yield is 65.3%. RXN SMILES: [S:1]1[CH:5]=[CH:4][CH:3]=[C:2]1[C:6](=[N:8][OH:9])[NH2:7].[N+:10]([C:13]1[CH:21]=[CH:20][C:16]([C:17](Cl)=O)=[CH:15][CH:14]=1)([O-:12])=[O:11].C>O1CCOCC1.B(F)(F)F.C(OCC)C>[N+:10]([C:13]1[CH:21]=[CH:20][C:16]([C:17]2[O:9][N:8]=[C:6]([C:2]3[S:1][CH:5]=[CH:4][CH:3]=3)[N:7]=2)=[CH:15][CH:14]=1)([O-:12])=[O:11] |f:4.5|. Reported procedure: To a solution of 2-thiopheneamidoxime (10 g, 0.07 mole) and p-nitrobenzoyl chloride (13 g, 0.07 mole) in 400 ml of dry dioxane, 1 ml of BF3 -ethyl ether is added and the mixture is heated to reflux for 16 hours. Evaporation of the solvent in vacuo gives a dark solid. It is decolorized by treating with Darco (CHCl3). The solvent is concentrated in vacuo and the product is crystallized from ethanol to give 12.5 g (65%) of product, m.p. 169°-171°.